This data is from the Open Reaction Database (ORD), a public repository of structured organic reaction records. The task is: describe an organic reaction: reactants, conditions, products, and yield Starting materials: [Ce](F)(F)(F)F, C1[C@H]([C@H]2[C@@H]([C@@]1(COC(=O)C)O)OC(O2)(C)C)N1C(c2c(C1=O)cccc2)=O. Reagents/catalysts: c1ccc(cc1)-c2c3ccccc3cc4ccccc24 (9-Phenylanthracene). Run in C1CCOC1 (THF). Run at temperature 25 celsius, time 18 hour. The product is CC(=O)OC[C@@]1(F)C[C@H]([C@@H]2OC(C)(C)O[C@H]12)N3C(=O)c4ccccc4C3=O. As a reaction SMILES: [CH3:1][C:2]([O:4][CH2:5][C@:6]1([C@H:15]([C@@H:9]2[C@H:8]([N:16]3[C:25](=[O:26])[c:24]([c:19]4[C:17]3=[O:18])[cH:23][cH:22][cH:21][cH:20]4)[CH2:7]1)[O:14][C:11]([CH3:13])([CH3:12])[O:10]2)O)=[O:3]>>[CH3:1][C:2]([O:4][CH2:5][C@@:6]1([C@H:15]([C@@H:9]2[C@H:8]([N:16]3[C:25](=[O:26])[c:24]([c:19]4[C:17]3=[O:18])[cH:23][cH:22][cH:21][cH:20]4)[CH2:7]1)[O:14][C:11]([CH3:13])([CH3:12])[O:10]2)F)=[O:3]. The reactants are C(C=C)OC(CC(=O)O)=O (malonic acid monoallyl ester), CC1([C@@H](N2[C@H](S1)[C@@H](C2=O)N)C(=O)O)C (6-aminopenicillanic acid), C1(=CC=CC=C1)C (toluene). Run in C(Cl)(Cl)Cl (CHCl3). Yields the product C(C=C)OC(=O)CC(=O)N[C@H]1[C@@H]2N(C(C(S2)(C)C)C(=O)OCC=C)C1=O (Allyl 6β-[(allyloxycarbonyl)acetamido]-2,2-dimethylpenam-3-carboxylate). The yield is 46.0%. As a reaction SMILES: [CH2:1]([O:4][C:5](=[O:10])[CH2:6][C:7]([OH:9])=O)[CH:2]=[CH2:3].[CH3:11][C:12]1([CH3:24])[S:16][C@@H:15]2[C@H:17]([NH2:20])[C:18](=[O:19])[N:14]2[C@H:13]1[C:21]([OH:23])=[O:22].[C:25]1(C)[CH:30]=CC=C[CH:26]=1>C(Cl)(Cl)Cl>[CH2:1]([O:4][C:5]([CH2:6][C:7]([NH:20][C@@H:17]1[C:18](=[O:19])[N:14]2[CH:13]([C:21]([O:23][CH2:30][CH:25]=[CH2:26])=[O:22])[C:12]([CH3:24])([CH3:11])[S:16][C@H:15]12)=[O:9])=[O:10])[CH:2]=[CH2:3]. Procedure details: In a manner similar to that described for Example 1, method A, the title compound (3.53 g, 46%) was prepared from malonic acid monoallyl ester (2.88 g, 20 mmol) and 6-aminopenicillanic acid (4.33 g, 20 mmol) as colorless crystals: m.p. 59°-60° C. (toluene); IR (CHCl3) 1790, 1730, 1685 cm-1; 1 H NMR (CDCl3) δ 1.51 and 1.67 (each 3H, s, C2 -(CH3)2), 3.35-3.47 (2H, m, COCH2CO), 4.48 (1H, s, C3 -H), 4.60-4.70 (4H, m, 2xOCH2CH=CH2), 5.22-5.42 (4H, m, 2xOCH2CH=CH2), 5.56 (1H, d, J=4Hz, C5-H), 5.75 (1H... Reactants: COc1ccc(CNc2ncc3c(n2)N(c2ccccc2)C(=O)N(c2c(Cl)cccc2Cl)C3)cc1, O=C(O)C(F)(F)F. Product: Nc1ncc2c(n1)N(c1ccccc1)C(=O)N(c1c(Cl)cccc1Cl)C2. RXN SMILES: [Cl:1][c:2]1[c:3]([N:9]2[C:10](=[O:35])[N:11]([c:29]3[cH:30][cH:31][cH:32][cH:33][cH:34]3)[c:12]3[n:13][c:14]([NH:19][CH2:20][c:21]4[cH:22][cH:23][c:24]([O:25][CH3:26])[cH:27][cH:28]4)[n:15][cH:16][c:17]3[CH2:18]2)[c:4]([Cl:8])[cH:5][cH:6][cH:7]1.[OH:36][C:37]([C:38]([F:39])([F:40])[F:41])=[O:42]>>[Cl:1][c:2]1[c:3]([N:9]2[C:10](=[O:35])[N:11]([c:29]3[cH:30][cH:31][cH:32][cH:33][cH:34]3)[c:12]3[n:13][c:14]([NH2:19])[n:15][cH:16][c:17]3[CH2:18]2)[c:4]([Cl:8])[cH:5][cH:6][cH:7]1. The reactants are C#CC1CCCCC1, CCCCCCC, Cc1ccc(S(=O)(=O)Oc2cccc(C(F)(F)F)c2)cc1. The product is FC(F)(F)c1cccc(C#CC2CCCCC2)c1. Reaction SMILES: [C:22](#[CH:23])[CH:24]1[CH2:25][CH2:26][CH2:27][CH2:28][CH2:29]1.[CH3:30][CH2:31][CH2:32][CH2:33][CH2:34][CH2:35][CH3:36].[F:1][C:2]([c:3]1[cH:4][c:5]([O:9][S:10]([c:11]2[cH:12][cH:13][c:14]([CH3:15])[cH:16][cH:17]2)(=[O:18])=[O:19])[cH:6][cH:7][cH:8]1)([F:20])[F:21]>>[F:1][C:2]([c:3]1[cH:4][c:5]([C:23]#[C:22][CH:24]2[CH2:25][CH2:26][CH2:27][CH2:28][CH2:29]2)[cH:6][cH:7][cH:8]1)([F:20])[F:21]. Reactants: C1=CC=CC=2C=3C=C4C(=CC3C(C12)=O)C1=CC=CC=C1C4=O (indeno[1,2-b]fluorene-6,12-dione), O.NN (hydrazine monohydrate), [OH-].[K+] (KOH). The solvent is C(COCCO)O (diethylene glycol), O (water), O (water). Conditions: temperature 80 celsius, time 3 hour. Product: C1=CC=CC=2C=3C=C4C(=CC3CC12)C1=CC=CC=C1C4 (6,12-dihydroindeno[1,2-b]fluorene). Isolated yield 86.0%. Reaction SMILES: [CH:1]1[C:13]2[C:12](=O)[C:11]3[CH:10]=[C:9]4[C:15]5[C:20]([C:21](=O)[C:8]4=[CH:7][C:6]=3[C:5]=2[CH:4]=[CH:3][CH:2]=1)=[CH:19][CH:18]=[CH:17][CH:16]=5.O.NN.[OH-].[K+]>C(O)COCCO.O>[CH:19]1[C:20]2[CH2:21][C:8]3[CH:7]=[C:6]4[C:5]5[C:13]([CH2:12][C:11]4=[CH:10][C:9]=3[C:15]=2[CH:16]=[CH:17][CH:18]=1)=[CH:1][CH:2]=[CH:3][CH:4]=5 |f:1.2,3.4|. Reported procedure: A mixture of 17 g (60 mmol) of indeno[1,2-b]fluorene-6,12-dione, 18 g (600 mmol) of hydrazine monohydrate in 350 ml of diethylene glycol was stirred at 80° C. for 3 hours and then refluxed for 1 hour. The resulting mixture was cooled to room temperature, treated with a solution of 33 g (590 mmol) of KOH in 90 mL of water, and refluxed for 3 hours. The resulting mixture was poured into 800 ml of water, and the precipitate was filtered off, washed with water, and dried in air at room temperature t... The reactants are Cl.Cl.CN1CCNCC1 (N-methylpiperazine dihydrochloride), CN1CCNCC1 (N-methylpiperazine), S1C(=CC2=C1C=CC=C2)C(=O)O (benzothiophen-2-carboxylic acid). The solvent is C1CCOC1 (THF), C1CCOC1 (THF). Reaction conditions: time 2 hour. The product is S1C(=CC2=C1C=CC=C2)C=O (Benzothiophen-2-carboxaldehyde). The yield is 70.9%. RXN SMILES: Cl.Cl.CN1CCNCC1.CN1CCNCC1.[S:17]1[C:21]2[CH:22]=[CH:23][CH:24]=[CH:25][C:20]=2[CH:19]=[C:18]1[C:26](O)=[O:27]>C1COCC1>[S:17]1[C:21]2[CH:22]=[CH:23][CH:24]=[CH:25][C:20]=2[CH:19]=[C:18]1[CH:26]=[O:27] |f:0.1.2|. Procedure details: LiA1H4 (7.6 g, 200 mmol) was suspended under stirring at 0° under Ar in anhydrous THF (400 ml), then N-methylpiperazine dihydrochloride (17.3 g, 100 mmol) was added portionwise in 10 min. N-methylpiperazine (30 g, 300 mmol) was then added dropwise, the mixture was warmed to RT and stirring continued for 2 hours. The surnatant of this suspension was then added by syringe to a stirred solution at 0° under Ar of benzothiophen-2-carboxylic acid (7.13 g, 40.0 mmol) in anhydrous THF (200 ml). The mixt... Starting materials: ClCC(=O)C1=CC=C(C=C1)C(C(=O)N)C (2-[4-(chloroacetyl)phenyl]propionamide), NC1=NC=CC=C1 (2-aminopyridine). Solvent: C(C)O (ethanol). Yields the product N=1C(=CN2C1C=CC=C2)C2=CC=C(C=C2)C(C(=O)N)C (2-[4-(imidazo[1,2-a]pyridin-2-yl)phenyl]propionamide). Isolated yield 65.2%. Reaction SMILES: Cl[CH2:2][C:3]([C:5]1[CH:10]=[CH:9][C:8]([CH:11]([CH3:15])[C:12]([NH2:14])=[O:13])=[CH:7][CH:6]=1)=O.[NH2:16][C:17]1[CH:22]=[CH:21][CH:20]=[CH:19][N:18]=1>C(O)C>[N:16]1[C:3]([C:5]2[CH:10]=[CH:9][C:8]([CH:11]([CH3:15])[C:12]([NH2:14])=[O:13])=[CH:7][CH:6]=2)=[CH:2][N:18]2[CH:19]=[CH:20][CH:21]=[CH:22][C:17]=12. Procedure: A mixture of 9 g of 2-[4-(chloroacetyl)phenyl]propionamide, 30 ml of ethanol and 7.6 g of 2-aminopyridine is heated under reflux for 2 hours. The ethanol is distilled off under reduced pressure, and water is added to the residue. The crystalline precipitate is filtered off and recrystallized from aqueous dimethylformamide to give 6.9 g of 2-[4-(imidazo[1,2-a]pyridin-2-yl)phenyl]propionamide as colorless scales melting at 219°-220°C. The reactants are CO, CC[Si](CC)(CC)c1[nH]c2ncc(Cl)cc2c1CCN=[N+]=[N-], c1ccc(P(c2ccccc2)c2ccccc2)cc1. Yields the product CC[Si](CC)(CC)c1[nH]c2ncc(Cl)cc2c1CCN. RXN SMILES: [CH3:42][OH:43].[N:1](=[N+:2]=[N-:3])[CH2:4][CH2:5][c:6]1[c:7]([Si:16]([CH2:17][CH3:18])([CH2:19][CH3:20])[CH2:21][CH3:22])[nH:8][c:9]2[n:10][cH:11][c:12]([Cl:15])[cH:13][c:14]12.[c:23]1([P:24]([c:25]2[cH:26][cH:27][cH:28][cH:29][cH:30]2)[c:31]2[cH:32][cH:33][cH:34][cH:35][cH:36]2)[cH:37][cH:38][cH:39][cH:40][cH:41]1>>[NH2:1][CH2:4][CH2:5][c:6]1[c:7]([Si:16]([CH2:17][CH3:18])([CH2:19][CH3:20])[CH2:21][CH3:22])[nH:8][c:9]2[n:10][cH:11][c:12]([Cl:15])[cH:13][c:14]12.